This data is from the Open Reaction Database (ORD), a public repository of structured organic reaction records. The task is: describe an organic reaction: reactants, conditions, products, and yield Starting materials: FC1=C(C=C(C=C1)F)C(C=1C(=CC(=NC1)C(=O)O)C)S(=O)(=O)C1=CC=C(C=C1)OC (5-[(2,5-difluorophenyl)[(4-methoxyphenyl)sulfonyl]methyl]-4-methylpyridine-2-carboxylic acid), NCCO (2-aminoethanol), ON1N=NC2=C1C=CC=C2 (1-hydroxybenzotriazole), CN1CCOCC1 (4-methylmorpholine), Cl.C(C)N=C=NCCCN(C)C (1-ethyl-3-(3-dimethylaminopropyl)carbodiimide hydrochloride). Solvent: C(Cl)Cl (methylene chloride). Conditions: time 17 hour. Product: FC1=C(C=C(C=C1)F)C(C=1C(=CC(=NC1)C(=O)NCCO)C)S(=O)(=O)C1=CC=C(C=C1)OC (5-[(2,5-Difluorophenyl)[(4-methoxyphenyl)sulfonyl]methyl]-N-(2-hydroxyethyl)-4-methylpyridine-2-carboxamide). Isolated yield 80.0%. RXN SMILES: [F:1][C:2]1[CH:7]=[CH:6][C:5]([F:8])=[CH:4][C:3]=1[CH:9]([S:20]([C:23]1[CH:28]=[CH:27][C:26]([O:29][CH3:30])=[CH:25][CH:24]=1)(=[O:22])=[O:21])[C:10]1[C:11]([CH3:19])=[CH:12]C(C(O)=O)=N[CH:15]=1.[NH2:31][CH2:32][CH2:33][OH:34].ON1C2C=CC=CC=2N=N1.C[N:46]1CC[O:49][CH2:48][CH2:47]1.Cl.C(N=C=NCCCN(C)C)C>C(Cl)Cl>[F:1][C:2]1[CH:7]=[CH:6][C:5]([F:8])=[CH:4][C:3]=1[CH:9]([S:20]([C:23]1[CH:28]=[CH:27][C:26]([O:29][CH3:30])=[CH:25][CH:24]=1)(=[O:21])=[O:22])[C:10]1[C:11]([CH3:19])=[CH:12][C:32]([C:33]([NH:46][CH2:47][CH2:48][OH:49])=[O:34])=[N:31][CH:15]=1 |f:4.5|. Procedure: To a solution of 5-[(2,5-difluorophenyl)[(4-methoxyphenyl)sulfonyl]methyl]-4-methylpyridine-2-carboxylic acid (108 mg, 0.25 mmol) in methylene chloride (3 ml), 2-aminoethanol (0.017 ml, 0.28 mmol), 1-hydroxybenzotriazole (37 mg, 0.28 mmol), 4-methylmorpholine (0.0.0 ml, 0.28 mmol), and 1-ethyl-3-(3-dimethylaminopropyl)carbodiimide hydrochloride (53 mg, 0.28 mmol) were added at room temperature. After stirring for 17 hours at room temperature, the reaction mixture was washed with water and then w...